Dataset: the Open Reaction Database (ORD), a public repository of structured organic reaction records. Task: describe an organic reaction: reactants, conditions, products, and yield Reactants: NC1=NNC=C1C1=CC=C(C=C1)SC1=CC=CC=C1 (3-amino-4(4-phenylthiophenyl)pyrazole), Cl (hydrochloric acid), [H-].[Na+] (sodium hydride), C(=O)OCC (ethyl formate), COCC(=O)OCC (ethyl methoxyacetate). The solvent is C(C)(=O)OCC (ethyl acetate), O (water), O (water), O1CCCC1 (tetrahydrofuran). Reaction conditions: time 16 hour. The product is OC1=C(C=NC=2N1N=CC2C2=CC=C(C=C2)SC2=CC=CC=C2)OC (7-Hydroxy-6-methoxy-3-(4-phenylthiophenyl)pyrazolo[1,5-a]pyrimidine). Reaction SMILES: [H-].[Na+].[CH:3]([O:5][CH2:6][CH3:7])=O.[CH3:8][O:9]CC(OCC)=O.[NH2:16][C:17]1[C:21]([C:22]2[CH:27]=[CH:26][C:25]([S:28][C:29]3[CH:34]=[CH:33][CH:32]=[CH:31][CH:30]=3)=[CH:24][CH:23]=2)=[CH:20][NH:19][N:18]=1.Cl>C(OCC)(=O)C.O.O1CCCC1>[OH:9][C:8]1[N:18]2[N:19]=[CH:20][C:21]([C:22]3[CH:23]=[CH:24][C:25]([S:28][C:29]4[CH:34]=[CH:33][CH:32]=[CH:31][CH:30]=4)=[CH:26][CH:27]=3)=[C:17]2[N:16]=[CH:7][C:6]=1[O:5][CH3:3] |f:0.1|. Reported procedure: To a tetrahydrofuran suspension of 480 mg of 60% sodium hydride, 2 ml of ethyl formate and 1.0 g of ethyl methoxyacetate were added under nitrogen atmosphere, and the mixture was stirred for 16 hours at room temperature. In succession, adding 1.0 g of 3-amino-4(4-phenylthiophenyl)pyrazole, the solution was stirred for 4 hours in reflux. After allowing to cool, water was added and the solution was neutralized with 10% hydrochloric acid. Removing water, ethyl acetate was added, and insoluble matte... The reactants are O=C([O-])O, CCOC(=O)C1Cc2sccc2C(OC(C)=O)C1, Cc1ccccc1, [Na+]. Product: CCOC(=O)C1C=Cc2ccsc2C1. As a reaction SMILES: [C:19](=[O:20])([O-:21])[OH:22].[C:1]([O:2][CH:5]1[CH2:6][CH:7]([C:14](=[O:15])[O:16][CH2:17][CH3:18])[CH2:8][c:9]2[s:10][cH:11][cH:12][c:13]21)(=[O:3])[CH3:4].[CH3:24][c:25]1[cH:26][cH:27][cH:28][cH:29][cH:30]1.[Na+:23]>>[CH:5]1=[CH:6][CH:7]([C:14](=[O:15])[O:16][CH2:17][CH3:18])[CH2:8][c:9]2[s:10][cH:11][cH:12][c:13]21. The reactants are C1(=CC=CC=C1)C=1OC(=C(N1)C(=O)O)C(F)(F)F (2-phenyl-5-trifluoromethyl-oxazole-4-carboxylic acid), NC=1C=CC(=NC1)N1[C@@H](CCC1)CO ([(S)-1-(5-amino-pyridin-2-yl)-pyrrolidin-2-yl]-methanol). The product is OC[C@H]1N(CCC1)C1=CC=C(C=N1)NC(=O)C=1N=C(OC1C(F)(F)F)C1=CC=CC=C1 (2-phenyl-5-trifluoromethyl-oxazole-4-carboxylic acid [6-((S)-2-hydroxymethyl-pyrrolidin-1-yl)-pyridin-3-yl]-amide). Reaction SMILES: [C:1]1([C:7]2[O:8][C:9]([C:15]([F:18])([F:17])[F:16])=[C:10]([C:12]([OH:14])=O)[N:11]=2)[CH:6]=[CH:5][CH:4]=[CH:3][CH:2]=1.[NH2:19][C:20]1[CH:21]=[CH:22][C:23]([N:26]2[CH2:30][CH2:29][CH2:28][C@H:27]2[CH2:31][OH:32])=[N:24][CH:25]=1>>[OH:32][CH2:31][C@@H:27]1[CH2:28][CH2:29][CH2:30][N:26]1[C:23]1[N:24]=[CH:25][C:20]([NH:19][C:12]([C:10]2[N:11]=[C:7]([C:1]3[CH:2]=[CH:3][CH:4]=[CH:5][CH:6]=3)[O:8][C:9]=2[C:15]([F:18])([F:17])[F:16])=[O:14])=[CH:21][CH:22]=1. Reported procedure: With a procedure similar to example 43 above, 2-phenyl-5-trifluoromethyl-oxazole-4-carboxylic acid [6-((S)-2-hydroxymethyl-pyrrolidin-1-yl)-pyridin-3-yl]-amide was prepared from 2-phenyl-5-trifluoromethyl-oxazole-4-carboxylic acid and [(S)-1-(5-amino-pyridin-2-yl)-pyrrolidin-2-yl]-methanol. LCMS calcd for C21H19F3N4O3 (m/e) 432, obsd 433 (M+H). The reactants are NC(=S)N (thiourea), BrCCCCCCC1=CC=CC=C1 (1-bromo-6-phenyl-hexane), Cl (HCl), N (ammonia). The solvent is C(C)O (ethanol), C(C)O (ethanol). Reaction conditions: time 7 hour. Yields the product C1(=CC=CC=C1)CCCCCCS (6-Phenyl-1-hexanethiol). Reaction SMILES: Br[CH2:2][CH2:3][CH2:4][CH2:5][CH2:6][CH2:7][C:8]1[CH:13]=[CH:12][CH:11]=[CH:10][CH:9]=1.NC(N)=[S:16].N.Cl>C(O)C>[C:8]1([CH2:7][CH2:6][CH2:5][CH2:4][CH2:3][CH2:2][SH:16])[CH:13]=[CH:12][CH:11]=[CH:10][CH:9]=1. Procedure: 15.0 g (62.2 mmol) 1-bromo-6-phenyl-hexane (described in the unexamined laid-open patent application of the int. Appl. PCT/EP95/04413) dissolved in 40 ml ethanol was added under a nitrogen atmosphere to a solution of 7.10 g (93.3 mmol) thiourea in 30 ml ethanol. After boiling for 7 hours at reflux temperature, it was allowed to cool to room temperature, admixed with 33 ml concentrated ammonia and heated for 4 h to reflux. Subsequently it was acidified to pH 1 with 15 ml concentrated HCl. It was ... The reactants are CC1=C(C[C@H](CC1)O)/C=C\C2=CCC[C@]3([C@H]2CC[C@@H]3[C@H](C)CCCC(C)C)C (previtamin D3), C[C@H](CCCC(C)C)[C@H]1CC[C@@H]2[C@@]1(CC[C@H]3C2=CC=C4[C@@]3(CC[C@@H](C4)O)C)C (provitamin D3), CC1=C(C[C@H](CC1)O)/C=C/C2=CCC[C@]3([C@H]2CC[C@@H]3[C@H](C)/C=C/[C@H](C)C(C)C)C (tachysterol), CC1=C(C[C@H](CC1)O)/C=C\C2=CCC[C@]3([C@H]2CC[C@@H]3[C@H](C)CCCC(C)C)C (previtamin D3), C[C@H](CCCC(C)C)[C@H]1CC[C@@H]2[C@@]1(CC[C@H]3C2=CC=C4[C@@]3(CC[C@@H](C4)O)C)C (provitamin D3), C[C@H](CCCC(C)C)[C@H]1CC[C@@H]2[C@@]1(CC[C@H]3C2=CC=C4[C@@]3(CC[C@@H](C4)O)C)C (provitamin D3). The product is C[C@H](CCCC(C)C)[C@H]1CC[C@@H]2[C@@]1(CC[C@H]3C2=CC=C4[C@@]3(CC[C@@H](C4)O)C)C (provitamin D3), CC1=C(C[C@H](CC1)O)/C=C\C2=CCC[C@]3([C@H]2CC[C@@H]3[C@H](C)CCCC(C)C)C (previtamin D3), CC1=C(C[C@H](CC1)O)/C=C/C2=CCC[C@]3([C@H]2CC[C@@H]3[C@H](C)/C=C/[C@H](C)C(C)C)C (tachysterol), C[C@H](/C=C/[C@H](C)C(C)C)[C@H]1CC[C@@H]2[C@@]1(CC[C@@H]3C2=CC=C4[C@]3(CC[C@@H](C4)O)C)C (lumisterol). Reaction SMILES: [CH3:1][C@@H:2]([C@@H:9]1[C@@:13]2([CH3:28])[CH2:14][CH2:15][C@@H:16]3[C@@:21]4([CH3:27])[CH2:22][CH2:23][C@H:24]([OH:26])[CH2:25][C:20]4=[CH:19][CH:18]=[C:17]3[C@@H:12]2[CH2:11][CH2:10]1)[CH2:3][CH2:4][CH2:5][CH:6]([CH3:8])[CH3:7].[CH3:29][C:30]1[CH2:35][CH2:34][C@H:33]([OH:36])[CH2:32][C:31]=1/[CH:37]=[CH:38]\[C:39]1[C@@H:44]2[CH2:45][CH2:46][C@H:47]([C@@H:48]([CH2:50][CH2:51][CH2:52][CH:53]([CH3:55])[CH3:54])[CH3:49])[C@@:43]2([CH3:56])[CH2:42][CH2:41][CH:40]=1.[CH3:57][C:58]1[CH2:63][CH2:62][C@H:61]([OH:64])[CH2:60][C:59]=1/[CH:65]=[CH:66]/[C:67]1[C@@H:72]2[CH2:73][CH2:74][C@H:75]([C@@H:76](/[CH:78]=[CH:79]/[C@@H:80]([CH:82]([CH3:84])[CH3:83])[CH3:81])[CH3:77])[C@@:71]2([CH3:85])[CH2:70][CH2:69][CH:68]=1>>[CH3:1][C@@H:2]([C@@H:9]1[C@@:13]2([CH3:28])[CH2:14][CH2:15][C@@H:16]3[C@@:21]4([CH3:27])[CH2:22][CH2:23][C@H:24]([OH:26])[CH2:25][C:20]4=[CH:19][CH:18]=[C:17]3[C@@H:12]2[CH2:11][CH2:10]1)[CH2:3][CH2:4][CH2:5][CH:6]([CH3:7])[CH3:8].[CH3:29][C:30]1[CH2:35][CH2:34][C@H:33]([OH:36])[CH2:32][C:31]=1/[CH:37]=[CH:38]\[C:39]1[C@@H:44]2[CH2:45][CH2:46][C@H:47]([C@@H:48]([CH2:50][CH2:51][CH2:52][CH:53]([CH3:55])[CH3:54])[CH3:49])[C@@:43]2([CH3:56])[CH2:42][CH2:41][CH:40]=1.[CH3:57][C:58]1[CH2:63][CH2:62][C@H:61]([OH:64])[CH2:60][C:59]=1/[CH:65]=[CH:66]/[C:67]1[C@@H:72]2[CH2:73][CH2:74][C@H:75]([C@@H:76](/[CH:78]=[CH:79]/[C@@H:80]([CH:82]([CH3:84])[CH3:83])[CH3:81])[CH3:77])[C@@:71]2([CH3:85])[CH2:70][CH2:69][CH:68]=1.[CH3:1][C@@H:2]([C@@H:9]1[C@@:13]2([CH3:28])[CH2:14][CH2:15][C@H:16]3[C@:21]4([CH3:27])[CH2:22][CH2:23][C@H:24]([OH:26])[CH2:25][C:20]4=[CH:19][CH:18]=[C:17]3[C@@H:12]2[CH2:11][CH2:10]1)/[CH:3]=[CH:4]/[C@@H:5]([CH:6]([CH3:7])[CH3:8])[CH3:29]. Procedure: Dauben et al., J. Am. Chem. Soc. 104:5780-5781 (1982); J. Am. Chem. Soc. 104:355-356 (1982), disclose the effect of wavelength on the photochemistry of provitamin D3 and the effect of wavelength on the production of previtamin D3. The authors found that when provitamin D3 is exposed to light in the range of 254 nm, it is converted to a variety of photoproducts, the major portion being about 75% tachysterol. This mixture was then exposed to either 300 nm of light, broad-band 350 nm light or 355 n...